Dataset: the Open Reaction Database (ORD), a public repository of structured organic reaction records. Task: describe an organic reaction: reactants, conditions, products, and yield The reactants are [Si](C1=CC=CC=C1)(C1=CC=CC=C1)(C(C)(C)C)O[C@@H](CC#CCOC1OCCCC1)C[C@@H](C=C)O[Si](C1=CC=CC=C1)(C1=CC=CC=C1)C(C)(C)C ((5S,7S)-2-[5,7-bis-(tert-butyl-diphenylsilanyloxy)-non-8-en-2-ynyloxy]-tetrahydro-pyran), C1(=CC=C(C=C1)S(=O)(=O)[O-])C.[NH+]1=CC=CC=C1 (pyridinium p-toluenesulfonate). Solvent: CO (MeOH). Yields the product C(C)(C)(C)[Si](O[C@@H](CC#CCO)C[C@@H](C=C)O[Si](C1=CC=CC=C1)(C1=CC=CC=C1)C(C)(C)C)(C1=CC=CC=C1)C1=CC=CC=C1 ((5S,7S)-5,7-bis-(tert-butyl-diphenyl-silanyloxy)-non-8-en-2-yn-1-ol). The yield is 86.1%. As a reaction SMILES: [Si:1]([O:18][C@H:19]([CH2:31][C@H:32]([O:35][Si:36]([C:49]([CH3:52])([CH3:51])[CH3:50])([C:43]1[CH:48]=[CH:47][CH:46]=[CH:45][CH:44]=1)[C:37]1[CH:42]=[CH:41][CH:40]=[CH:39][CH:38]=1)[CH:33]=[CH2:34])[CH2:20][C:21]#[C:22][CH2:23][O:24]C1CCCCO1)([C:14]([CH3:17])([CH3:16])[CH3:15])([C:8]1[CH:13]=[CH:12][CH:11]=[CH:10][CH:9]=1)[C:2]1[CH:7]=[CH:6][CH:5]=[CH:4][CH:3]=1.C1(C)C=CC(S([O-])(=O)=O)=CC=1.[NH+]1C=CC=CC=1>CO>[C:14]([Si:1]([C:8]1[CH:9]=[CH:10][CH:11]=[CH:12][CH:13]=1)([C:2]1[CH:3]=[CH:4][CH:5]=[CH:6][CH:7]=1)[O:18][C@H:19]([CH2:31][C@H:32]([O:35][Si:36]([C:49]([CH3:50])([CH3:51])[CH3:52])([C:43]1[CH:48]=[CH:47][CH:46]=[CH:45][CH:44]=1)[C:37]1[CH:38]=[CH:39][CH:40]=[CH:41][CH:42]=1)[CH:33]=[CH2:34])[CH2:20][C:21]#[C:22][CH2:23][OH:24])([CH3:15])([CH3:16])[CH3:17] |f:1.2|. Procedure details: 25.16 g (34.4 mmol) of (5S,7S)-2-[5,7-bis-(tert-butyl-diphenylsilanyloxy)-non-8-en-2-ynyloxy]-tetrahydro-pyran was deprotected by treatment at ambient temperature with 1.30 g (15 mol %) of pyridinium p-toluenesulfonate in 290 ml of abs. MeOH. The solution gradually became homogeneous. After 18 h the reaction mixture was quenched by pouring onto crushed ice/Na2CO3, extracted with ether, washed with water, dried over sodium sulfate and evaporated to dryness. Flash chromatography (SiO2, hexane/AcOE... Starting materials: CCCP(=O)(O)O, CCOC(C)=O, CCN(C(C)C)C(C)C, Nc1cc2nc(-c3ccccc3)cn2cc1C1CC1, Cn1ncc(C(=O)N2CCC2)c1C(=O)O. The product is Cn1ncc(C(=O)N2CCC2)c1C(=O)Nc1cc2nc(-c3ccccc3)cn2cc1C1CC1. RXN SMILES: [CH2:1]([P:2]([OH:3])([OH:4])=[O:5])[CH2:6][CH3:7].[CH3:51][CH2:52][O:53][C:54](=[O:55])[CH3:56].[CH:42]([N:43]([CH2:44][CH3:45])[CH:46]([CH3:47])[CH3:48])([CH3:49])[CH3:50].[CH:8]1([c:11]2[c:12]([NH2:26])[cH:13][c:14]3[n:15]([cH:16]2)[cH:17][c:18](-[c:20]2[cH:21][cH:22][cH:23][cH:24][cH:25]2)[n:19]3)[CH2:9][CH2:10]1.[N:27]1([C:31](=[O:32])[c:33]2[c:34]([C:39](=[O:40])[OH:41])[n:35]([CH3:38])[n:36][cH:37]2)[CH2:28][CH2:29][CH2:30]1>>[CH:8]1([c:11]2[c:12]([NH:26][C:39]([c:34]3[c:33]([C:31]([N:27]4[CH2:28][CH2:29][CH2:30]4)=[O:32])[cH:37][n:36][n:35]3[CH3:38])=[O:40])[cH:13][c:14]3[n:15]([cH:16]2)[cH:17][c:18](-[c:20]2[cH:21][cH:22][cH:23][cH:24][cH:25]2)[n:19]3)[CH2:9][CH2:10]1.